From a dataset of the Open Reaction Database (ORD), a public repository of structured organic reaction records. describe an organic reaction: reactants, conditions, products, and yield The reactants are FC1=C(C=C(C=N1)[C@@H](C)N1[C@H](CN(CC1)C(=O)OC(C)(C)C)C)C1=C2N=CN(C2=NC(=N1)C)C1OCCCC1 ((3S)-tert-butyl 4-((1R)-1-(6-fluoro-5-(2-methyl-9-(tetrahydro-2H-pyran-2-yl)-9H-purin-6-yl)pyridin-3-yl)ethyl)-3-methylpiperazine-1-carboxylate), FC=1C=C(C=NC1OC)N (5-fluoro-6-methoxypyridin-3-amine), C[Si](C)(C)[N-][Si](C)(C)C.[Li+] (lithium bis(trimethylsilyl)amide). Solvent: C1CCOC1 (THF). Run at temperature -20 celsius, time 1 hour. Product: FC=1C=C(C=NC1OC)NC1=C(C=C(C=N1)[C@@H](C)N1[C@H](CN(CC1)C(=O)OC(C)(C)C)C)C1=C2N=CN(C2=NC(=N1)C)C1OCCCC1 ((3S)-tert-butyl 4-((1R)-1-(6-(5-fluoro-6-methoxypyridin-3-ylamino)-5-(2-methyl-9-(tetrahydro-2H-pyran-2-yl)-9H-purin-6-yl)pyridin-3-yl)ethyl)-3-methylpiperazine-1-carboxylate). Isolated yield 39.1%. As a reaction SMILES: F[C:2]1[N:7]=[CH:6][C:5]([C@H:8]([N:10]2[CH2:15][CH2:14][N:13]([C:16]([O:18][C:19]([CH3:22])([CH3:21])[CH3:20])=[O:17])[CH2:12][C@@H:11]2[CH3:23])[CH3:9])=[CH:4][C:3]=1[C:24]1[N:32]=[C:31]([CH3:33])[N:30]=[C:29]2[C:25]=1[N:26]=[CH:27][N:28]2[CH:34]1[CH2:39][CH2:38][CH2:37][CH2:36][O:35]1.[F:40][C:41]1[CH:42]=[C:43]([NH2:49])[CH:44]=[N:45][C:46]=1[O:47][CH3:48].C[Si]([N-][Si](C)(C)C)(C)C.[Li+]>C1COCC1>[F:40][C:41]1[CH:42]=[C:43]([NH:49][C:2]2[N:7]=[CH:6][C:5]([C@H:8]([N:10]3[CH2:15][CH2:14][N:13]([C:16]([O:18][C:19]([CH3:21])([CH3:20])[CH3:22])=[O:17])[CH2:12][C@@H:11]3[CH3:23])[CH3:9])=[CH:4][C:3]=2[C:24]2[N:32]=[C:31]([CH3:33])[N:30]=[C:29]3[C:25]=2[N:26]=[CH:27][N:28]3[CH:34]2[CH2:39][CH2:38][CH2:37][CH2:36][O:35]2)[CH:44]=[N:45][C:46]=1[O:47][CH3:48] |f:2.3|. Reported procedure: A mixture of (3S)-tert-butyl 4-((1R)-1-(6-fluoro-5-(2-methyl-9-(tetrahydro-2H-pyran-2-yl)-9H-purin-6-yl)pyridin-3-yl)ethyl)-3-methylpiperazine-1-carboxylate (0.323 g, 0.599 mmol) and 5-fluoro-6-methoxypyridin-3-amine (0.170 g, 1.197 mmol) in THF (15 mL) was chilled to −20° C. in a diluted dry ice/acetone bath, then lithium bis(trimethylsilyl)amide (1.0 M in THF, Aldrich; 1.796 mL, 1.796 mmol) was added slowly via syringe into the reaction mixture. After the addition, the ice bath was removed and... Reactants: ICCCCI (1,4-diiodobutane), C(=O)(OC(C)(C)C)N[C@@H](CCC(=O)OC)C(=O)OC (dimethyl Boc-glutamate), solution, C[Si](C)(C)[N-][Si](C)(C)C.[Li+] (lithium bis(trimethylsilyl)amide). Run in O1CCCC1 (tetrahydrofuran), O1CCCC1 (tetrahydrofuran). Conditions: temperature -70 celsius, time 1 hour. The product is C(C)(C)(C)OC(=O)N[C@H](C(=O)OC)C[C@@H](C(=O)OC)CCCCI (Dimethyl (2S,4S)-2-tert-butoxycarbonylamino-4-(4-iodobutyl)pentanedioate). Reaction SMILES: [C:1]([NH:8][C@H:9]([C:16]([O:18][CH3:19])=[O:17])[CH2:10][CH2:11][C:12]([O:14][CH3:15])=[O:13])([O:3][C:4]([CH3:7])([CH3:6])[CH3:5])=[O:2].C[Si]([N-][Si](C)(C)C)(C)C.[Li+].[I:30][CH2:31][CH2:32][CH2:33][CH2:34]I>O1CCCC1>[C:4]([O:3][C:1]([NH:8][C@@H:9]([CH2:10][C@H:11]([CH2:34][CH2:33][CH2:32][CH2:31][I:30])[C:12]([O:14][CH3:15])=[O:13])[C:16]([O:18][CH3:19])=[O:17])=[O:2])([CH3:7])([CH3:6])[CH3:5] |f:1.2|. Reported procedure: 5.51 g (20 mmol) of dimethyl Boc-glutamate were dissolved in 60 ml of tetrahydrofuran and cooled to −70° C. Over a period of one hour, 44 ml (44 mmol) of a 1M solution of lithium bis(trimethylsilyl)amide in tetrahydrofuran were added dropwise at this temperature, and the mixture was stirred at −70° C. for 2 hours. 18.60 g (60 mmol) of 1,4-diiodobutane were then added dropwise, and after 2 h at this temperature the cooling bath is removed and 100 ml of 2N hydrochloric acid and 300 ml of ethyl ace... Reactants: Br, COC(=O)N1CCC(c2cc(=O)[nH]o2)CC1Cc1ccc(S(C)(=O)=O)cc1. Yields the product CS(=O)(=O)c1ccc(CC2CC(c3cc(=O)[nH]o3)CCN2)cc1. Reaction SMILES: [BrH:28].[CH3:1][S:2](=[O:3])(=[O:4])[c:5]1[cH:6][cH:7][c:8]([CH2:9][CH:10]2[N:11]([C:22]([O:23][CH3:24])=[O:25])[CH2:12][CH2:13][CH:14]([c:16]3[cH:17][c:18](=[O:21])[nH:19][o:20]3)[CH2:15]2)[cH:26][cH:27]1>>[CH3:1][S:2](=[O:3])(=[O:4])[c:5]1[cH:6][cH:7][c:8]([CH2:9][CH:10]2[NH:11][CH2:12][CH2:13][CH:14]([c:16]3[cH:17][c:18](=[O:21])[nH:19][o:20]3)[CH2:15]2)[cH:26][cH:27]1. Reactants: BrC1=C(C=C(C=C1)[N+](=O)[O-])C (1-bromo-2-methyl-4-nitrobenzene), C(C1=CC=CC=C1)(=O)OOC(C1=CC=CC=C1)=O (benzoyl peroxide), C1CC(=O)N(C1=O)Br (NBS). Run in C(Cl)(Cl)(Cl)Cl (CCl4). The product is BrC1=C(C=C(C=C1)[N+](=O)[O-])CBr (1-bromo-2-(bromomethyl)-4-nitrobenzene). Yield: 73.0%. As a reaction SMILES: [Br:1][C:2]1[CH:7]=[CH:6][C:5]([N+:8]([O-:10])=[O:9])=[CH:4][C:3]=1[CH3:11].C(OOC(=O)C1C=CC=CC=1)(=O)C1C=CC=CC=1.C1C(=O)N([Br:37])C(=O)C1>C(Cl)(Cl)(Cl)Cl>[Br:1][C:2]1[CH:7]=[CH:6][C:5]([N+:8]([O-:10])=[O:9])=[CH:4][C:3]=1[CH2:11][Br:37]. Procedure details: A mixture of 1-bromo-2-methyl-4-nitrobenzene (15 g, 79 mmol), benzoyl peroxide (2 g, 8 mmol) and NBS (17 g, 95 mmol) in CCl4 (150 mL) was stirred at reflux overnight. The mixture was cooled to room temperature and filtered, the filtrate was washed with water twice, dried over Na2SO4 and concentrated to give 1-bromo-2-(bromomethyl)-4-nitrobenzene as light yellow oil (17 g, 69%). 1H NMR: 400 MHz CDCl3 δ 8.37-8.34 (m, 1H), 8.05-8.02 (m, 1H), 7.77-7.75 (m, 1H), 3.87 (s, 2H). Reactants: Brc1cnc2c(c1)CC1(CN3CCC1CC3)O2, CCO, COCCOC, [Na+], [Na+], O=C([O-])[O-], OB(O)c1ccccc1, c1ccc(P(c2ccccc2)(c2ccccc2)[Pd](P(c2ccccc2)(c2ccccc2)c2ccccc2)(P(c2ccccc2)(c2ccccc2)c2ccccc2)P(c2ccccc2)(c2ccccc2)c2ccccc2)cc1. The product is c1ccc(-c2cnc3c(c2)CC2(CN4CCC2CC4)O3)cc1. As a reaction SMILES: [Br:1][c:2]1[cH:3][c:4]2[c:5]([n:6][cH:7]1)[O:8][C:9]1([CH2:10][N:11]3[CH2:12][CH2:13][CH:14]1[CH2:15][CH2:16]3)[CH2:17]2.[CH3:116][CH2:117][OH:118].[CH3:27][O:28][CH2:29][CH2:30][O:31][CH3:32].[Na+:33].[Na+:34].[O-:35][C:36](=[O:37])[O-:38].[OH:18][B:19]([OH:20])[c:21]1[cH:22][cH:23][cH:24][cH:25][cH:26]1.[cH:39]1[cH:40][cH:41][c:42]([P:43]([Pd:44]([P:45]([c:46]2[cH:47][cH:48][cH:49][cH:50][cH:51]2)([c:52]2[cH:53][cH:54][cH:55][cH:56][cH:57]2)[c:58]2[cH:59][cH:60][cH:61][cH:62][cH:63]2)([P:64]([c:65]2[cH:66][cH:67][cH:68][cH:69][cH:70]2)([c:71]2[cH:72][cH:73][cH:74][cH:75][cH:76]2)[c:77]2[cH:78][cH:79][cH:80][cH:81][cH:82]2)[P:83]([c:84]2[cH:85][cH:86][cH:87][cH:88][cH:89]2)([c:90]2[cH:91][cH:92][cH:93][cH:94][cH:95]2)[c:96]2[cH:97][cH:98][cH:99][cH:100][cH:101]2)([c:102]2[cH:103][cH:104][cH:105][cH:106][cH:107]2)[c:108]2[cH:109][cH:110][cH:111][cH:112][cH:113]2)[cH:114][cH:115]1>>[c:2]1(-[c:21]2[cH:22][cH:23][cH:24][cH:25][cH:26]2)[cH:3][c:4]2[c:5]([n:6][cH:7]1)[O:8][C:9]1([CH2:10][N:11]3[CH2:12][CH2:13][CH:14]1[CH2:15][CH2:16]3)[CH2:17]2. Yield: 78.4%. Reported procedure: To a solution of 4-(4-chlorophenyl)-2-oxazoleproponic acid (1.5 g) in THF (20 ml) was added lithium aluminum hydride (0.27 g), followed by stirring for 3 hours at room temperature. Water (3 ml) was added to the reaction mixture. The resultant was extracted with ethyl acetate. The ethyl acetate layer was washed with 2N-HCl and water, dried over MgSO4, and distilled to remove the solvent. The oily residue was subjected to a silica gel chromatography. Crystals of 3-[4-(4-chlorophenyl)-2-oxazolyl]pr... Yields the product ClC1=CC=C(C=C1)C=1N=C(OC1)CCCO (3-[4-(4-chlorophenyl)-2-oxazolyl]propanol). The reactants are ClC1=CC=C(C=C1)C=1N=C(OC1)CCC(=O)O (4-(4-chlorophenyl)-2-oxazoleproponic acid), [H-].[Al+3].[Li+].[H-].[H-].[H-] (lithium aluminum hydride), O (Water). Run in C1CCOC1 (THF). Reaction SMILES: [Cl:1][C:2]1[CH:7]=[CH:6][C:5]([C:8]2[N:9]=[C:10]([CH2:13][CH2:14][C:15](O)=[O:16])[O:11][CH:12]=2)=[CH:4][CH:3]=1.[H-].[Al+3].[Li+].[H-].[H-].[H-].O>C1COCC1>[Cl:1][C:2]1[CH:3]=[CH:4][C:5]([C:8]2[N:9]=[C:10]([CH2:13][CH2:14][CH2:15][OH:16])[O:11][CH:12]=2)=[CH:6][CH:7]=1 |f:1.2.3.4.5.6|. Reaction conditions: time 3 hour.